From a dataset of the Open Reaction Database (ORD), a public repository of structured organic reaction records. describe an organic reaction: reactants, conditions, products, and yield Reactants: C(C)(C)(C)OC(NC1(CN=CC=C1)Cl)=O ((3-chloro-pyridin-3-yl)-carbamic acid tert-butyl ester), C(C=C)Br (allyl bromide), C([O-])([O-])=O.[Cs+].[Cs+] (cesium carbonate). The solvent is CN(C)C=O (DMF). Conditions: time 1 hour. Yields the product C(C)(C)(C)OC(N(C1(CN=CC=C1)Cl)CC=C)=O (allyl-(3-chloro-pyridin-3-yl)-carbamic acid tert-butyl ester). Isolated yield 84.3%. Reaction SMILES: [C:1]([O:5][C:6](=[O:15])[NH:7][C:8]1([Cl:14])[CH:13]=[CH:12][CH:11]=[N:10][CH2:9]1)([CH3:4])([CH3:3])[CH3:2].[CH2:16](Br)[CH:17]=[CH2:18].C(=O)([O-])[O-].[Cs+].[Cs+]>CN(C=O)C>[C:1]([O:5][C:6](=[O:15])[N:7]([CH2:18][CH:17]=[CH2:16])[C:8]1([Cl:14])[CH:13]=[CH:12][CH:11]=[N:10][CH2:9]1)([CH3:4])([CH3:2])[CH3:3] |f:2.3.4|. Procedure details: A mixture of (3-chloro-pyridin-3-yl)-carbamic acid tert-butyl ester (8.4 g, 36.8 mmol), allyl bromide (7.46 g, 39.1 mmol) and cesium carbonate (24.9 g, 76.4 mmol) in DMF (100 mL) is heated at 600 C. for 1 h. The reaction is quenched with water, extracted with EtOAc. The organic layer is dried (Na2SO4), filtered, and concentrated in vacuo. The residue is purified by silica gel chromatography eluting with 0-40% EtOAc in heptane to afford allyl-(3-chloro-pyridin-3-yl)-carbamic acid tert-butyl ester... Starting materials: NCC(=O)[C@H]1[C@@](O[C@@H]([C@H]([C@@H]1O)O)CO)(N(C(CCCCCCCCCCC)=O)CCCCCCCCCCCCCCCCCC)N (N-(2-glycyl-amino-2-deoxy-β-D-glucopyranosyl)-N-octadecyl-dodecanamide), C(=O)(OCC1=CC=CC=C1)N[C@@H](CC(C)C)C(=O)O (N-carbobenzoxy-L-leucine). Yields the product C(=O)(OCC1=CC=CC=C1)N[C@@H](CC(C)C)C(=O)NCC(=O)[C@H]1[C@@](O[C@@H]([C@H]([C@@H]1O)O)CO)(N(C(CCCCCCCCCCC)=O)CCCCCCCCCCCCCCCCCC)N (N-[2-(N-Carbobenzoxy-L-leucyl-glycyl)-amino-2-deoxy-β-D-glucopyranosyl]-N-octadecyl-dodecanamide). RXN SMILES: [NH2:1][CH2:2][C:3]([C@@H:5]1[C@@H:10]([OH:11])[C@H:9]([OH:12])[C@@H:8]([CH2:13][OH:14])[O:7][C@@:6]1([NH2:47])[N:15]([CH2:29][CH2:30][CH2:31][CH2:32][CH2:33][CH2:34][CH2:35][CH2:36][CH2:37][CH2:38][CH2:39][CH2:40][CH2:41][CH2:42][CH2:43][CH2:44][CH2:45][CH3:46])[C:16](=[O:28])[CH2:17][CH2:18][CH2:19][CH2:20][CH2:21][CH2:22][CH2:23][CH2:24][CH2:25][CH2:26][CH3:27])=[O:4].[C:48]([NH:58][C@H:59]([C:64](O)=[O:65])[CH2:60][CH:61]([CH3:63])[CH3:62])([O:50][CH2:51][C:52]1[CH:57]=[CH:56][CH:55]=[CH:54][CH:53]=1)=[O:49]>>[C:48]([NH:58][C@H:59]([C:64]([NH:1][CH2:2][C:3]([C@@H:5]1[C@@H:10]([OH:11])[C@H:9]([OH:12])[C@@H:8]([CH2:13][OH:14])[O:7][C@@:6]1([NH2:47])[N:15]([CH2:29][CH2:30][CH2:31][CH2:32][CH2:33][CH2:34][CH2:35][CH2:36][CH2:37][CH2:38][CH2:39][CH2:40][CH2:41][CH2:42][CH2:43][CH2:44][CH2:45][CH3:46])[C:16](=[O:28])[CH2:17][CH2:18][CH2:19][CH2:20][CH2:21][CH2:22][CH2:23][CH2:24][CH2:25][CH2:26][CH3:27])=[O:4])=[O:65])[CH2:60][CH:61]([CH3:62])[CH3:63])([O:50][CH2:51][C:52]1[CH:57]=[CH:56][CH:55]=[CH:54][CH:53]=1)=[O:49]. Reported procedure: from N-(2-glycyl-amino-2-deoxy-β-D-glucopyranosyl)-N-octadecyl-dodecanamide and N-carbobenzoxy-L-leucine. Starting materials: ClC1=NC=C(C=C1)C1=CC=C(C=C1)OC (2-chloro-5-(4-methoxyphenyl)pyridine), NN (hydrazine). The product is N(N)C1=NC=C(C=C1)C1=CC=C(C=C1)OC (2-hydrazinyl-5-(4-methoxyphenyl)pyridine). RXN SMILES: Cl[C:2]1[CH:7]=[CH:6][C:5]([C:8]2[CH:13]=[CH:12][C:11]([O:14][CH3:15])=[CH:10][CH:9]=2)=[CH:4][N:3]=1.[NH2:16][NH2:17]>>[NH:16]([C:2]1[CH:7]=[CH:6][C:5]([C:8]2[CH:13]=[CH:12][C:11]([O:14][CH3:15])=[CH:10][CH:9]=2)=[CH:4][N:3]=1)[NH2:17]. Procedure details: Compounds of this invention can be prepared as illustrated by the exemplary reaction in Scheme 2. Coupling of a 2,5-dihalopyridine, such as 5-bromo-2-chloropyridine, with a substituted phenylboronic acid, such as 4-methoxyphenylboronic acid, in the presence of a palladium catalyst, such as tetrakis(triphenylphosphine)palladium, produced 2-chloro-5-(4-methoxyphenyl)pyridine. Reaction of 2-chloro-5-(4-methoxyphenyl)pyridine with hydrazine produced 2-hydrazinyl-5-(4-methoxyphenyl)pyridine. Reaction... The reactants are C1CCOC1, [Li]CCCC, O=C(Cl)Cc1ccccc1F, O=C1NC(c2ccccc2)CO1. Product: O=C(Cc1ccccc1F)N1C(=O)OCC1c1ccccc1. As a reaction SMILES: [CH2:29]1[O:30][CH2:31][CH2:32][CH2:33]1.[CH3:13][CH2:14][CH2:15][CH2:16][Li:17].[F:18][c:19]1[c:20]([CH2:25][C:26](=[O:27])[Cl:28])[cH:21][cH:22][cH:23][cH:24]1.[c:1]1([CH:7]2[NH:8][C:9](=[O:12])[O:10][CH2:11]2)[cH:2][cH:3][cH:4][cH:5][cH:6]1>>[c:1]1([CH:7]2[N:8]([C:26]([CH2:25][c:20]3[c:19]([F:18])[cH:24][cH:23][cH:22][cH:21]3)=[O:27])[C:9](=[O:12])[O:10][CH2:11]2)[cH:2][cH:3][cH:4][cH:5][cH:6]1. Starting materials: C(CC(=O)OCC)(=O)OCC (diethyl malonate), [Na] (Sodium), BrC(C)CCC (2-bromopentane). The solvent is C(C)O (ethanol). Product: C(C)OC(C(C(=O)OCC)C(CCC)C)=O (Diethyl-2-(1-methylbutyl)malonate). The yield is 67.4%. Reaction SMILES: [Na].[C:2]([O:10][CH2:11][CH3:12])(=[O:9])[CH2:3][C:4]([O:6][CH2:7][CH3:8])=[O:5].Br[CH:14]([CH2:16][CH2:17][CH3:18])[CH3:15]>C(O)C>[CH2:11]([O:10][C:2](=[O:9])[CH:3]([CH:14]([CH3:15])[CH2:16][CH2:17][CH3:18])[C:4]([O:6][CH2:7][CH3:8])=[O:5])[CH3:12] |^1:0|. Procedure details: Sodium metal (5.24 g, 0.23 g atm) was reacted with 25 mL of absolute ethanol. To this solution was added dropwise, with stirring, diethyl malonate (36.0 mL, 0.24 mol). The solution was heated to reflux and 2-bromopentane (29.0 mL, 0.23 mol) was added dropwise. After refluxing overnight, the reaction was cooled and the ethanol removed on a rotovap. The product was washed with water, dried with MgSO4 and fractionally distilled to give 35.7 g of the desired product.